Dataset: the Open Reaction Database (ORD), a public repository of structured organic reaction records. Task: describe an organic reaction: reactants, conditions, products, and yield The reactants are [N+](=O)([O-])C=1C=C2C(=C(C=NC2=CC1)C#N)NC1=CC(=CC=C1)C (6-nitro-4-[(3-methylphenyl)amino]-quinoline-3-carbonitrile), NN (hydrazine). Reagents/catalysts: [Pd] (palladium on carbon). Run in C(C)O (ethanol). The product is NC=1C=C2C(=C(C=NC2=CC1)C#N)NC1=CC(=CC=C1)C (6-Amino-4-[(3-methylphenyl)amino]-quinoline-3-carbonitrile). Yield: 109.4%. As a reaction SMILES: [N+:1]([C:4]1[CH:5]=[C:6]2[C:11](=[CH:12][CH:13]=1)[N:10]=[CH:9][C:8]([C:14]#[N:15])=[C:7]2[NH:16][C:17]1[CH:22]=[CH:21][CH:20]=[C:19]([CH3:23])[CH:18]=1)([O-])=O.NN>[Pd].C(O)C>[NH2:1][C:4]1[CH:5]=[C:6]2[C:11](=[CH:12][CH:13]=1)[N:10]=[CH:9][C:8]([C:14]#[N:15])=[C:7]2[NH:16][C:17]1[CH:22]=[CH:21][CH:20]=[C:19]([CH3:23])[CH:18]=1. Procedure details: Added 253 mg 10% palladium on carbon to a round bottom flask under N2 and covered catalyst with 140 ml ethanol. To this added 2.49 g (8.18 mmol) 6-nitro-4-[(3-methylphenyl)amino]-quinoline-3-carbonitrile and 640 μl (20.4 mmol) anhydrous hydrazine. The mixture was heated to reflux for 2 hours 15 minutes and filtered hot through celite. Stripped solvent and dried in vacuo, giving 2.455 g of yellow solid: mass spectrum (electrospray m/e): M+H=275.2. Reactants: CC(CN1CCCC1)(C)N1C=NC(=C1)NC(C(CCC)N)=O (2-Amino-pentanoic acid [1-(1,1-dimethyl-2-pyrrolidin-1-yl-ethyl)-1H-imidazol-4-yl]-amide), C1(=CC=CC=C1)C=1N=C(SC1)CC(=O)O ((4-phenyl-thiazol-2-yl)-acetic acid). Yields the product CC(CN1CCCC1)(C)N1C=NC(=C1)NC(C(CCC)NC(CC=1SC=C(N1)C1=CC=CC=C1)=O)=O (2-[2-(4-Phenyl-thiazol-2-yl)-acetylamino]-pentanoic acid [1-(1,1-dimethyl-2-pyrrolidin-1-yl-ethyl)-1H-imidazol-4-yl]-amide). RXN SMILES: [CH3:1][C:2]([N:10]1[CH:14]=[C:13]([NH:15][C:16](=[O:22])[CH:17]([NH2:21])[CH2:18][CH2:19][CH3:20])[N:12]=[CH:11]1)([CH3:9])[CH2:3][N:4]1[CH2:8][CH2:7][CH2:6][CH2:5]1.[C:23]1([C:29]2[N:30]=[C:31]([CH2:34][C:35](O)=[O:36])[S:32][CH:33]=2)[CH:28]=[CH:27][CH:26]=[CH:25][CH:24]=1>>[CH3:1][C:2]([N:10]1[CH:14]=[C:13]([NH:15][C:16](=[O:22])[CH:17]([NH:21][C:35](=[O:36])[CH2:34][C:31]2[S:32][CH:33]=[C:29]([C:23]3[CH:24]=[CH:25][CH:26]=[CH:27][CH:28]=3)[N:30]=2)[CH2:18][CH2:19][CH3:20])[N:12]=[CH:11]1)([CH3:9])[CH2:3][N:4]1[CH2:8][CH2:7][CH2:6][CH2:5]1. Procedure: 2-Amino-pentanoic acid [1-(1,1-dimethyl-2-pyrrolidin-1-yl-ethyl)-1H-imidazol-4-yl]-amide was coupled with (4-phenyl-thiazol-2-yl)-acetic acid to afford the title compound: C13 NMR (100 MHz, CDCl3) 13.9, 19.0, 24.2, 25.6, 26.6, 26.7, 35.2, 40.3, 53.6, 55.9, 59.1, 67.2, 105.3, 113.2, 126.5, 128.4, 129.0, 131.4, 134.2, 137.4, 155.5, 163.4, 167.3, 168.6; MS m/z 509.4 (M+1). Starting materials: ClC1=NOC2=C1C=CC(=C2)OC (3-chloro-6-methoxy-1,2-benzisoxazole), N1CCNCC1 (piperazine). Run in CCOC(=O)C (EtOAc), CO (MeOH). Run at temperature 140 celsius. Product: O.COC1=CC2=C(C(=NO2)N2CCNCC2)C=C1.COC1=CC2=C(C(=NO2)N2CCNCC2)C=C1 (6-Methoxy-3-(1-piperazinyl)-1,2-benzisoxazole hemihydrate). As a reaction SMILES: Cl[C:2]1[C:6]2[CH:7]=[CH:8][C:9]([O:11][CH3:12])=[CH:10][C:5]=2[O:4][N:3]=1.[NH:13]1[CH2:18][CH2:17][NH:16][CH2:15][CH2:14]1>CO.CCOC(C)=O>[OH2:4].[CH3:12][O:11][C:9]1[CH:8]=[CH:7][C:6]2[C:2]([N:13]3[CH2:18][CH2:17][NH:16][CH2:15][CH2:14]3)=[N:3][O:4][C:5]=2[CH:10]=1.[CH3:12][O:11][C:9]1[CH:8]=[CH:7][C:6]2[C:2]([N:13]3[CH2:18][CH2:17][NH:16][CH2:15][CH2:14]3)=[N:3][O:4][C:5]=2[CH:10]=1 |f:4.5.6|. Procedure details: To a sealed tube was added 3-chloro-6-methoxy-1,2-benzisoxazole (3.0 g) and piperazine (6.0 g). The reaction was heated to 140° C. over 4 hours and then cooled to room temperature. The residue was dissolved in MeOH and further diluted with EtOAc (11). The precipitate was filtered and the filtrate dried over MgSO4 and concentrated in vacuo. Flash chromatography (silica gel) eluting with 30% MeOH/EtOAc provided a residue upon evaporation (3.6 g), m.p. 79-80° C. Product: O=[N+]([O-])c1ccc(OC2CCCCC2)cc1. Reaction SMILES: [F:1][c:2]1[cH:3][cH:4][c:5]([N+:8](=[O:9])[O-:10])[cH:6][cH:7]1.[OH:11][CH:12]1[CH2:13][CH2:14][CH2:15][CH2:16][CH2:17]1>>[c:2]1([O:11][CH:12]2[CH2:13][CH2:14][CH2:15][CH2:16][CH2:17]2)[cH:3][cH:4][c:5]([N+:8](=[O:9])[O-:10])[cH:6][cH:7]1. The reactants are O=[N+]([O-])c1ccc(F)cc1, OC1CCCCC1. Starting materials: CCOC(=O)CSc1cnc(NC(=O)N(CC2CCCC2)c2cccc(C(=O)NC)c2)s1, CCOC(=O)CSc1cnc(N)s1, CS(=O)(=O)c1ccc(N(CC2CCCC2)C(=O)Nc2nc(CC(=O)O)cs2)cc1, CNC(=O)c1cccc(NCC2CCCC2)c1. Product: CNC(=O)c1cccc(N(CC2CCCC2)C(=O)Nc2ncc(SCC(=O)O)s2)c1. RXN SMILES: [CH2:1]([CH3:2])[O:3][C:4]([CH2:5][S:6][c:7]1[cH:8][n:9][c:10]([NH:12][C:13](=[O:14])[N:15]([c:16]2[cH:17][c:18]([C:22]([NH:23][CH3:24])=[O:25])[cH:19][cH:20][cH:21]2)[CH2:26][CH:27]2[CH2:28][CH2:29][CH2:30][CH2:31]2)[s:11]1)=[O:32].[CH2:79]([O:80][C:81](=[O:82])[CH2:83][S:84][c:85]1[s:86][c:87]([NH2:88])[n:89][cH:90]1)[CH3:91].[CH:33]1([CH2:34][N:35]([c:36]2[cH:37][cH:38][c:39]([S:40]([CH3:41])(=[O:42])=[O:43])[cH:44][cH:45]2)[C:46](=[O:47])[NH:48][c:49]2[s:50][cH:51][c:52]([CH2:53][C:54]([OH:55])=[O:56])[n:57]2)[CH2:58][CH2:59][CH2:60][CH2:61]1.[CH:62]1([CH2:63][NH:64][c:65]2[cH:66][c:67]([C:71]([NH:72][CH3:73])=[O:74])[cH:68][cH:69][cH:70]2)[CH2:75][CH2:76][CH2:77][CH2:78]1>>[O:3]=[C:4]([CH2:5][S:6][c:7]1[cH:8][n:9][c:10]([NH:12][C:13](=[O:14])[N:15]([c:16]2[cH:17][c:18]([C:22]([NH:23][CH3:24])=[O:25])[cH:19][cH:20][cH:21]2)[CH2:26][CH:27]2[CH2:28][CH2:29][CH2:30][CH2:31]2)[s:11]1)[OH:32]. The reactants are Cc1oc(-c2ccccc2)nc1COc1ccc(CCC(=O)[O-])nc1, CO, [Na+], [OH-]. Yields the product Cc1oc(-c2ccccc2)nc1COc1ccc(CO)nc1. RXN SMILES: [CH3:1][c:2]1[c:3]([CH2:13][O:14][c:15]2[cH:16][cH:17][c:18]([CH2:21][CH2:22][C:23]([O-:24])=[O:25])[n:19][cH:20]2)[n:4][c:5](-[c:7]2[cH:8][cH:9][cH:10][cH:11][cH:12]2)[o:6]1.[CH3:28][OH:29].[Na+:27].[OH-:26]>>[CH3:1][c:2]1[c:3]([CH2:13][O:14][c:15]2[cH:16][cH:17][c:18]([CH2:21][OH:26])[n:19][cH:20]2)[n:4][c:5](-[c:7]2[cH:8][cH:9][cH:10][cH:11][cH:12]2)[o:6]1. The reactants are C#Cc1ccc(Nc2cc(=O)[nH]cc2C(=O)NCCO)c(F)c1, C1CCOC1, CO. The product is CCc1ccc(Nc2cc(=O)[nH]cc2C(=O)NCCO)c(F)c1. RXN SMILES: [C:1](#[CH:2])[c:3]1[cH:4][c:5]([F:23])[c:6]([NH:7][c:8]2[c:9]([C:15](=[O:16])[NH:17][CH2:18][CH2:19][OH:20])[cH:10][nH:11][c:12](=[O:14])[cH:13]2)[cH:21][cH:22]1.[CH2:26]1[O:27][CH2:28][CH2:29][CH2:30]1.[CH3:24][OH:25]>>[CH2:1]([CH3:2])[c:3]1[cH:4][c:5]([F:23])[c:6]([NH:7][c:8]2[c:9]([C:15](=[O:16])[NH:17][CH2:18][CH2:19][OH:20])[cH:10][nH:11][c:12](=[O:14])[cH:13]2)[cH:21][cH:22]1. The reactants are NC1=C(C(C(=O)OC)=CC=C1)C(=O)OC (dimethyl 3-aminophthalate), C(C1=CC=CC=C1)(=O)CC(=O)O (benzoylacetic acid). The yield is 62.7%. Yields the product C(C1=CC=CC=C1)(=O)CC(=O)NC1=C(C(C(=O)OC)=CC=C1)C(=O)OC (dimethyl 3-benzoylacetylaminophthalate). RXN SMILES: [NH2:1][C:2]1[CH:11]=[CH:10][CH:9]=[C:4]([C:5]([O:7][CH3:8])=[O:6])[C:3]=1[C:12]([O:14][CH3:15])=[O:13].[C:16]([CH2:24][C:25](O)=[O:26])(=[O:23])[C:17]1[CH:22]=[CH:21][CH:20]=[CH:19][CH:18]=1>O1CCCC1>[C:16]([CH2:24][C:25]([NH:1][C:2]1[CH:11]=[CH:10][CH:9]=[C:4]([C:5]([O:7][CH3:8])=[O:6])[C:3]=1[C:12]([O:14][CH3:15])=[O:13])=[O:26])(=[O:23])[C:17]1[CH:22]=[CH:21][CH:20]=[CH:19][CH:18]=1. Solvent: O1CCCC1 (tetrahydrofuran). Procedure: A mixture of 2.1 grams of dimethyl 3-aminophthalate, 1.4 grams of benzoylacetic acid and 2.9 grams of dicyclohexlcarbodiimide is dissolved in 15 ml of tetrahydrofuran and the mixture is stirred at room temperature for eighteen hours. The insoluble matter are removed by filtration, the filtrate is concentrated, and 1.9 grams of dimethyl 3-benzoylacetylaminophthalate, colorless crystals, melting point 100° to 103° C. is obtained. This (1.9 grams) is dissolved in 30 ml of methanol, heated to reflux... The reactants are C([O-])([O-])=O.[Ca+2] (calcium carbonate), ClC=1C=CC(=C(N)C1)I (5-chloro-2-iodoaniline), C(#C)C1=CC=C(C=C1)F (1-ethynyl-4-fluorobenzene). The reagents and catalysts are [Cu]I (copper (I) iodide), C=1C=CC(=CC1)[P](C=2C=CC=CC2)(C=3C=CC=CC3)[Pd]([P](C=4C=CC=CC4)(C=5C=CC=CC5)C=6C=CC=CC6)([P](C=7C=CC=CC7)(C=8C=CC=CC8)C=9C=CC=CC9)[P](C=1C=CC=CC1)(C=1C=CC=CC1)C=1C=CC=CC1 (tetrakis(triphenylphosphine)palladium(0)), [Cu]I (copper (I) iodide). Solvent: C(C)NCC (diethylamine). Reaction conditions: time 12 hour. Product: ClC1=CC=C2C=C(NC2=C1)C1=CC=C(C=C1)F (6-Chloro-2-(4-fluorophenyl)-1H-indole). Isolated yield 79.5%. As a reaction SMILES: [Cl:1][C:2]1[CH:3]=[CH:4][C:5](I)=[C:6]([CH:8]=1)[NH2:7].[C:10]([C:12]1[CH:17]=[CH:16][C:15]([F:18])=[CH:14][CH:13]=1)#[CH:11].C(=O)([O-])[O-].[Ca+2]>C(NCC)C.C1C=CC([P]([Pd]([P](C2C=CC=CC=2)(C2C=CC=CC=2)C2C=CC=CC=2)([P](C2C=CC=CC=2)(C2C=CC=CC=2)C2C=CC=CC=2)[P](C2C=CC=CC=2)(C2C=CC=CC=2)C2C=CC=CC=2)(C2C=CC=CC=2)C2C=CC=CC=2)=CC=1.[Cu]I>[Cl:1][C:2]1[CH:8]=[C:6]2[C:5]([CH:11]=[C:10]([C:12]3[CH:17]=[CH:16][C:15]([F:18])=[CH:14][CH:13]=3)[NH:7]2)=[CH:4][CH:3]=1 |f:2.3,^1:32,34,53,72|. Procedure details: A mixture of 5-chloro-2-iodoaniline (33.0 g, 0.13 mol) and 1-ethynyl-4-fluorobenzene (26.4 g, 0.22 mol) in diethylamine (400 mL) was degassed with bubbling nitrogen for 20 min., then tetrakis(triphenylphosphine)palladium(0) (2.0 g, 1.7 mmol) and copper (I) iodide (170 mg, 0.9 mmol) were added and the mixture was stirred at room temperature for 12 h. The solvent was evaporated under reduced pressure, water was added and the mixture was extracted with ethyl acetate. The combined organic fractions ... Starting materials: C(C)OC(CCCNC(=O)C=1C(=C2C=C(C(N(C2=CN1)CC1=CC=CC=C1)=O)C1=CC(=CC=C1)OC)O)=O (4-{[1-benzyl-5-hydroxy-3-(3-methoxy-phenyl)-2-oxo-1,2-dihydro-[1,7]naphthyridine-6-carbonyl]-amino}-butyric acid ethyl ester), [OH-].[Na+] (NaOH), CO (MeOH). Run in C1CCOC1 (THF). Reaction conditions: time 16 hour. Product: C(C1=CC=CC=C1)N1C(=C(C2=CC(C(NC2=C1)=O)C1=CC(=CC=C1)OC)O)C(=O)NCCCC(=O)O (4-{[7-Benzyl-5-hydroxy-3-(3-methoxy-phenyl)-2-oxo-1,2-dihydro-[1,7]naphthyridine-6-carbonyl]-amino}-butyric acid). The yield is 132.5%. Reaction SMILES: C([O:3][C:4](=[O:38])[CH2:5][CH2:6][CH2:7][NH:8][C:9]([C:11]1[C:12]([OH:37])=[C:13]2[C:18](=[CH:19][N:20]=1)[N:17](CC1C=CC=CC=1)[C:16](=[O:28])[C:15]([C:29]1[CH:34]=[CH:33][CH:32]=[C:31]([O:35][CH3:36])[CH:30]=1)=[CH:14]2)=[O:10])C.[OH-].[Na+].CO>C1COCC1>[CH2:15]([N:20]1[CH:19]=[C:18]2[C:13](=[CH:14][CH:15]([C:29]3[CH:34]=[CH:33][CH:32]=[C:31]([O:35][CH3:36])[CH:30]=3)[C:16](=[O:28])[NH:17]2)[C:12]([OH:37])=[C:11]1[C:9]([NH:8][CH2:7][CH2:6][CH2:5][C:4]([OH:3])=[O:38])=[O:10])[C:29]1[CH:34]=[CH:33][CH:32]=[CH:31][CH:30]=1 |f:1.2|. Procedure details: A mixture of 4-{[1-benzyl-5-hydroxy-3-(3-methoxy-phenyl)-2-oxo-1,2-dihydro-[1,7]naphthyridine-6-carbonyl]-amino}-butyric acid ethyl ester (38 mg, 0.074 mmol), 2 M NaOH (3 mL), MeOH (3 mL) and THF (3 mL) was stirred at r.t. for 16 h, then concentrated to approximately one-third of its original volume. 1 M HCl was added to acidify the mixture, and the resulting suspension was extracted with EtOAc. The organic layer was dried over MgSO4 and concentrated. The residue was dissolved in saturated NaHCO...